This data is from the Open Reaction Database (ORD), a public repository of structured organic reaction records. The task is: describe an organic reaction: reactants, conditions, products, and yield The reactants are [OH-].[Na+] (sodium hydroxide), C1C(CCC=2C3=CC=CC=C3NC12)=NO (1,3,4,9-tetrahydrocarbazole-2-one oxime), Al Ni. Run in C(C)O (ethanol). Run at time 1 hour. Product: C1C(CCC=2C3=CC=CC=C3NC12)N (2,3,4,9-Tetrahydro-1H-carbazol-2-ylamine). Isolated yield 77.9%. RXN SMILES: [CH2:1]1[C:13]2[NH:12][C:11]3[C:6](=[CH:7][CH:8]=[CH:9][CH:10]=3)[C:5]=2[CH2:4][CH2:3][C:2]1=[N:14]O.[OH-].[Na+]>C(O)C>[CH2:1]1[C:13]2[NH:12][C:11]3[C:6](=[CH:7][CH:8]=[CH:9][CH:10]=3)[C:5]=2[CH2:4][CH2:3][CH:2]1[NH2:14] |f:1.2|. Procedure details: A suspension of the crude 1,3,4,9-tetrahydrocarbazole-2-one oxime (1.093 g, 5.45 mmol) in ethanol (27.5 mL) was treated while cooling in ice bath with 2.5 N aqueous sodium hydroxide (22 mL). To the stirred dark solution kept under nitrogen was added portionwise over 15 minutes Al—Ni alloy (2.05 g). After 5 minutes the cooling bath was removed and the mixture stirred at room temperature for one hour. The catalysts was filtered off over Celite, the cake quickly washed under nitrogen with a small a... Starting materials: NC[C@@H]1[C@H]2C[C@H]2CN1C(=O)C=1N=C(SC1C1=CC(=CC=C1)Cl)C (((1S,2S,5R)-2-Aminomethyl-3-aza-bicyclo[3.1.0]hex-3-yl)-[5-(3-chloro-phenyl)-2-methyl-thiazol-4-yl]-methanone), C1(=NC=CC2=CC=CC=C12)C(=O)O (Isoquinoline-1-carboxylic acid). RXN SMILES: [NH2:1][CH2:2][C@H:3]1[N:8]([C:9]([C:11]2[N:12]=[C:13]([CH3:23])[S:14][C:15]=2[C:16]2[CH:21]=[CH:20][CH:19]=[C:18]([Cl:22])[CH:17]=2)=[O:10])[CH2:7][C@H:6]2[C@@H:4]1[CH2:5]2.[C:24]1([C:34](O)=[O:35])[C:33]2[C:28](=[CH:29][CH:30]=[CH:31][CH:32]=2)[CH:27]=[CH:26][N:25]=1>>[Cl:22][C:18]1[CH:17]=[C:16]([C:15]2[S:14][C:13]([CH3:23])=[N:12][C:11]=2[C:9]([N:8]2[CH2:7][C@H:6]3[C@H:4]([CH2:5]3)[C@H:3]2[CH2:2][NH:1][C:34]([C:24]2[C:33]3[C:28](=[CH:29][CH:30]=[CH:31][CH:32]=3)[CH:27]=[CH:26][N:25]=2)=[O:35])=[O:10])[CH:21]=[CH:20][CH:19]=1. The product is ClC=1C=C(C=CC1)C1=C(N=C(S1)C)C(=O)N1[C@@H]([C@H]2C[C@H]2C1)CNC(=O)C1=NC=CC2=CC=CC=C12 (Isoquinoline-1-carboxylic Acid{(1S,2S,5R)-3-[5-(3-chloro-phenyl)-2-methyl-thiazole-4-carbonyl]-3-aza-bicyclo[3.1.0]hex-2-ylmethyl}-amide). Reported procedure: prepared by reaction of ((1S,2S,5R)-2-Aminomethyl-3-aza-bicyclo[3.1.0]hex-3-yl)-[5-(3-chloro-phenyl)-2-methyl-thiazol-4-yl]-methanone with Isoquinoline-1-carboxylic acid. LC-MS (basic): tR=0.96 min; [M+H]+=503.3. Reactants: C(C)OC(CN1C2=C(C(C(=C1)C(=O)OCC)=O)C=CC=CC2=O)=O (3-(ethoxycarbonyl)-4,9-dihydro-4,9-dioxo-1H-cyclohepta[b]pyridine-1-acetic acid ethyl ester). Run in Cl (HCl). Yields the product C(=O)(O)C=1C(C2=C(N(C1)CC(=O)O)C(C=CC=C2)=O)=O (3-Carboxy-4,9-dihydro-4,9-dioxo-1H-cyclohepta[b]pyridine-1-acetic Acid). The yield is 76.6%. Reaction SMILES: C([O:3][C:4](=[O:24])[CH2:5][N:6]1[CH:11]=[C:10]([C:12]([O:14]CC)=[O:13])[C:9](=[O:17])[C:8]2[CH:18]=[CH:19][CH:20]=[CH:21][C:22](=[O:23])[C:7]1=2)C>Cl>[C:12]([C:10]1[C:9](=[O:17])[C:8]2[CH:18]=[CH:19][CH:20]=[CH:21][C:22](=[O:23])[C:7]=2[N:6]([CH2:5][C:4]([OH:24])=[O:3])[CH:11]=1)([OH:14])=[O:13]. Reported procedure: A suspension of 3-(ethoxycarbonyl)-4,9-dihydro-4,9-dioxo-1H-cyclohepta[b]pyridine-1-acetic acid ethyl ester (2.2 g, described in example 3) in 5% aqueous HCl (v/v, 90 ml) was heated at reflux for 2 hr. The precipitate was collected by filtration and washed with water to give 1.4 g of the title compound; mp>250° C. (after recrystallization from ethanol); nmr (DMSO-d6) δ5.1 (s, 2H), 7.2 (m, 3H), 7.95 (m, 1H), 8.95 (s, 1H); ir (Nujol*) 2850, 1730, 1707, 1640 cm-1 ; uv λ max (MeOH) 344 nm (ε13,030),... The reactants are purified product, N=1N(N=C2C1C=CC=C2)C2=C(C=CC(=C2)CCCCO)O (2-(2H-benzotriazole-2-yl)-4-(4-hydroxybutyl)phenol), C=O (paraformaldehyde), C(C)NCC (diethylamine). Run in C(CCC)O (n-butanol). Reaction conditions: temperature 105 celsius. The product is N=1N(N=C2C1C=CC=C2)C2=C(C(=CC(=C2)CCCCO)CN(CC)CC)O (2-(2H-benzotriazole-2-yl)-4-(4-hydroxybutyl)-6-(N,N-diethylaminomethyl)phenol). The yield is 97.0%. RXN SMILES: [N:1]1[N:2]([C:10]2[CH:15]=[C:14]([CH2:16][CH2:17][CH2:18][CH2:19][OH:20])[CH:13]=[CH:12][C:11]=2[OH:21])[N:3]=[C:4]2[CH:9]=[CH:8][CH:7]=[CH:6][C:5]=12.[CH2:22]=O.[CH2:24]([NH:26][CH2:27][CH3:28])[CH3:25]>C(O)CCC>[N:1]1[N:2]([C:10]2[CH:15]=[C:14]([CH2:16][CH2:17][CH2:18][CH2:19][OH:20])[CH:13]=[C:12]([CH2:22][N:26]([CH2:27][CH3:28])[CH2:24][CH3:25])[C:11]=2[OH:21])[N:3]=[C:4]2[CH:9]=[CH:8][CH:7]=[CH:6][C:5]=12. Procedure details: In 25 ml of n-butanol were dissolved 28.3 g (0.1 mols) of the purified product of 2-(2H-benzotriazole-2-yl)-4-(4-hydroxybutyl)phenol synthesized in Example 16, 5.2 g of 80% paraformaldehyde and 11.0 g (0.15 mols) of diethylamine. The solution was refluxed with heating at 105° C. for 24 hours. After completion of the reaction, the solvent and remaining raw materials were collected under reduced pressure, giving 37.4 g of objective 2-(2H-benzotriazole-2-yl)-4-(4-hydroxybutyl)-6-(N,N-diethylaminome... The reactants are N(=NC(=O)N1CCCCC1)C(=O)N1CCCCC1 (1.1′-(azodicarbonyl)dipiperidine), CO (methanol), C(CCC)P(CCCC)CCCC (tributylphosphine), OC=1C=NC2=CC=C(C=C2C1)CC(=O)OC(C)(C)C (tert-butyl 2-(3-hydroxyquinolin-6-yl)acetate). The solvent is C1=CC=CC=C1 (benzene). Conditions: temperature 0 celsius, time 10 minute. The product is COC=1C=NC2=CC=C(C=C2C1)CC(=O)OC(C)(C)C (tert-butyl 2-(3-methoxyquinolin-6-yl)acetate). As a reaction SMILES: [OH:1][C:2]1[CH:3]=[N:4][C:5]2[C:10]([CH:11]=1)=[CH:9][C:8]([CH2:12][C:13]([O:15][C:16]([CH3:19])([CH3:18])[CH3:17])=[O:14])=[CH:7][CH:6]=2.CO.[CH2:22](P(CCCC)CCCC)CCC.N(C(N1CCCCC1)=O)=NC(N1CCCCC1)=O>C1C=CC=CC=1>[CH3:22][O:1][C:2]1[CH:3]=[N:4][C:5]2[C:10]([CH:11]=1)=[CH:9][C:8]([CH2:12][C:13]([O:15][C:16]([CH3:19])([CH3:18])[CH3:17])=[O:14])=[CH:7][CH:6]=2. Procedure details: To a suspension of tert-butyl 2-(3-hydroxyquinolin-6-yl)acetate (0.1 g, 0.4 mmol) in benzene (5 mL) was added methanol (0.05 ml, 1 mmol) and tributylphosphine (0.1 ml, 0.6 mmol). The resulting mixture was cooled to 0° C. followed by adding 1.1′-(azodicarbonyl)dipiperidine (0.1 g, 0.6 mmol). After 10 min, ice bath was removed; the reaction mixture was warmed up to rt. The reaction mixture was continued to stir for 20 h. TLC showed about 80% conversion. More MeOH (1 ml), tibutylphosphine (0.05 mL)... The reactants are [H-].[Al+3].[Li+].[H-].[H-].[H-] (Lithium aluminium hydride), C(C)(=O)OC1=CC=C(C=C1)C1=C(C(OC2=CC=C(C=C12)OC)=O)C1=CC=CC=C1 (4-(4-acetoxyphenyl)-3-phenyl-6-methoxy-coumarin), C([O-])([O-])=O.[K+].[K+] (potassium carbonate), Cl.ClCCN1CCCC1 (1-(2-chloroethyl)pyrrolidine hydrochloride), [I-].[Na+] (sodium iodide), Cl (hydrochloric acid). Reagents/catalysts: [Pd] (palladium on carbon). Run in O1CCCC1 (tetrahydrofuran), O (water), C(C)O (ethanol). Reaction conditions: temperature 65 celsius, time 30 minute. Yields the product COC=1C=C2[C@@H]([C@@H](COC2=CC1)C1=CC=CC=C1)C1=CC=C(C=C1)OCCN1CCCC1 ((±)-cis-6-Methoxy-3-phenyl-4-(4-(2-pyrrolidinoethoxy)phenyl)chromane). Reaction SMILES: [H-].[Al+3].[Li+].[H-].[H-].[H-].[C:7]([O:10][C:11]1[CH:16]=[CH:15][C:14]([C:17]2[C:26]3[C:21](=[CH:22][CH:23]=[C:24]([O:27][CH3:28])[CH:25]=3)[O:20][C:19](=O)[C:18]=2[C:30]2[CH:35]=[CH:34][CH:33]=[CH:32][CH:31]=2)=[CH:13][CH:12]=1)(=O)[CH3:8].Cl.C(=O)([O-])[O-].[K+].[K+].Cl.ClCC[N:47]1[CH2:51][CH2:50][CH2:49][CH2:48]1.[I-].[Na+]>O1CCCC1.O.C(O)C.[Pd]>[CH3:28][O:27][C:24]1[CH:25]=[C:26]2[C:21](=[CH:22][CH:23]=1)[O:20][CH2:19][C@@H:18]([C:30]1[CH:35]=[CH:34][CH:33]=[CH:32][CH:31]=1)[C@H:17]2[C:14]1[CH:13]=[CH:12][C:11]([O:10][CH2:7][CH2:8][N:47]2[CH2:51][CH2:50][CH2:49][CH2:48]2)=[CH:16][CH:15]=1 |f:0.1.2.3.4.5,8.9.10,11.12,13.14|. Reported procedure: Lithium aluminium hydride (0.96 g, 2.54 mmol) was added in small portions to a stirred solution of 4-(4-acetoxyphenyl)-3-phenyl-6-methoxy-coumarin (0.49 g, 1.27 mmol) in tetrahydrofuran (75 ml). The resulting mixture was stirred for 30 min., 6M hydrochloric acid (4 ml) added dropwise, and the mixture heated to 65° C. for 3 h. The mixture was cooled to room temperature, diluted with 100 ml water, and the product extracted into ethyl acetate (2×100 ml). The extracts were washed with brine, dried o... Product: c1ccc(-c2ccccn2)cc1. As a reaction SMILES: [C:1](=[O:2])([O-:3])[O-:4].[CH3:7][O:8][CH2:9][CH2:10][O:11][CH3:12].[Cl:13][c:14]1[cH:15][cH:16][cH:17][cH:18][n:19]1.[K+:5].[K+:6].[OH2:29].[OH:20][B:21]([OH:22])[c:23]1[cH:24][cH:25][cH:26][cH:27][cH:28]1.[cH:30]1[cH:31][cH:32][c:33]([P:34]([Pd:35]([P:36]([c:37]2[cH:38][cH:39][cH:40][cH:41][cH:42]2)([c:43]2[cH:44][cH:45][cH:46][cH:47][cH:48]2)[c:49]2[cH:50][cH:51][cH:52][cH:53][cH:54]2)([P:55]([c:56]2[cH:57][cH:58][cH:59][cH:60][cH:61]2)([c:62]2[cH:63][cH:64][cH:65][cH:66][cH:67]2)[c:68]2[cH:69][cH:70][cH:71][cH:72][cH:73]2)[P:74]([c:75]2[cH:76][cH:77][cH:78][cH:79][cH:80]2)([c:81]2[cH:82][cH:83][cH:84][cH:85][cH:86]2)[c:87]2[cH:88][cH:89][cH:90][cH:91][cH:92]2)([c:93]2[cH:94][cH:95][cH:96][cH:97][cH:98]2)[c:99]2[cH:100][cH:101][cH:102][cH:103][cH:104]2)[cH:105][cH:106]1>>[c:14]1(-[c:23]2[cH:24][cH:25][cH:26][cH:27][cH:28]2)[cH:15][cH:16][cH:17][cH:18][n:19]1. Reactants: O=C([O-])[O-], COCCOC, Clc1ccccn1, [K+], [K+], O, OB(O)c1ccccc1, c1ccc(P(c2ccccc2)(c2ccccc2)[Pd](P(c2ccccc2)(c2ccccc2)c2ccccc2)(P(c2ccccc2)(c2ccccc2)c2ccccc2)P(c2ccccc2)(c2ccccc2)c2ccccc2)cc1. Yields the product COC1=CC=C(CS[C@H]2C[C@H](N(C2)C(=O)OCC2=CC=C(C=C2)[N+](=O)[O-])C(=O)N2C[C@H](CC2)N)C=C1 ((2S,4S)-4-(4-Methoxybenzylthio)-2-[(3S)-3-aminopyrrolidin-1-ylcarbonyl]-1-(4-nitrobenzyloxycarbonyl)pyrrolidine). As a reaction SMILES: [CH3:1][O:2][C:3]1[CH:31]=[CH:30][C:6]([CH2:7][S:8][C@@H:9]2[CH2:13][N:12]([C:14]([O:16][CH2:17][C:18]3[CH:23]=[CH:22][C:21]([N+:24]([O-:26])=[O:25])=[CH:20][CH:19]=3)=[O:15])[C@H:11]([C:27](O)=[O:28])[CH2:10]2)=[CH:5][CH:4]=1.[NH2:32][C@H:33]1[CH2:37][CH2:36][NH:35][CH2:34]1>C(#N)C>[CH3:1][O:2][C:3]1[CH:31]=[CH:30][C:6]([CH2:7][S:8][C@@H:9]2[CH2:13][N:12]([C:14]([O:16][CH2:17][C:18]3[CH:23]=[CH:22][C:21]([N+:24]([O-:26])=[O:25])=[CH:20][CH:19]=3)=[O:15])[C@H:11]([C:27]([N:35]3[CH2:36][CH2:37][C@H:33]([NH2:32])[CH2:34]3)=[O:28])[CH2:10]2)=[CH:5][CH:4]=1. Run at time 1 hour. The reactants are N,N'-carbonyldiimidazole, COC1=CC=C(CS[C@H]2C[C@H](N(C2)C(=O)OCC2=CC=C(C=C2)[N+](=O)[O-])C(=O)O)C=C1 ((2S,4S)-4-(4-methoxybenzylthio)-1-(4-nitrobenzyloxycarbonyl)-2-pyrrolidinecarboxylic acid), N[C@@H]1CNCC1 ((3S)-3-aminopyrrolidine). Yield: 53.1%. Solvent: C(C)#N (acetonitrile), C(C)#N (acetonitrile). Procedure: 2.92 g of N,N'-carbonyldiimidazole were added to a solution of 6.70 g of (2S,4S)-4-(4-methoxybenzylthio)-1-(4-nitrobenzyloxycarbonyl)-2-pyrrolidinecarboxylic acid in 50 ml of dry acetonitrile, and the resulting mixture was stirred at room temperature for 1 hour. A solution of 1.55 g of (3S)-3-aminopyrrolidine in 10 ml of dry acetonitrile was then added to the mixture, whilst ice-cooling, and the mixture was stirred at room temperature for 1 hour. At the end of this time, the reaction mixture was... The reactants are aqueous solution, N(=O)[O-].[Na+] (NaNO2), Cl (HCl), [Al] (aluminum), ClC=1C=C2C=CNC2=CC1 (5-chloroindole), O1CCOCC1 (Dioxane). Run at time 2 hour. The product is ClC=1C=C2C(=NNC2=CC1)C=O (5-chloro-1H-indazole-3-carbaldehyde). Reaction SMILES: [N:1]([O-])=O.[Na+].Cl.[Al].[Cl:7][C:8]1[CH:9]=[C:10]2[C:14](=[CH:15][CH:16]=1)[NH:13]C=C2.[O:17]1[CH2:22][CH2:21]OCC1>>[Cl:7][C:8]1[CH:9]=[C:10]2[C:14](=[CH:15][CH:16]=1)[NH:13][N:1]=[C:21]2[CH:22]=[O:17] |f:0.1|. Procedure: A 0.25 M aqueous solution of NaNO2 (1.0 equivalent) was brought to a pH of 2.5 by the addition of dilute HCl. Dioxane was added to the solution (10% by volume). The flask was protected from light with aluminum foil and 5-chloroindole (1.0 equivalent) was added slowly. The solution was stirred vigorously for 2 hours. The solution was then extracted with three portions of ethyl acetate. The organic layers were combined, washed with water, dried over MgSO4, filtered, and concentrated. The product w... Reactants: [Br-], [C-]#N, COc1ccc(C=O)c2c1oc1ccccc12, C[SiH](C)O[SiH](C)C, CC#N, ClCCl, [Li+], [Na+], C[Si](C)(C)Cl. Yields the product COc1ccc(CC#N)c2c1oc1ccccc12. Reaction SMILES: [Br-:18].[C-:32]#[N:33].[CH3:1][O:2][c:3]1[cH:4][cH:5][c:6]([CH:16]=[O:17])[c:7]2[c:8]1[o:9][c:10]1[c:11]2[cH:12][cH:13][cH:14][cH:15]1.[CH3:25][SiH:26]([CH3:27])[O:28][SiH:29]([CH3:30])[CH3:31].[CH3:35][C:36]#[N:37].[Cl:38][CH2:39][Cl:40].[Li+:19].[Na+:34].[Si:20]([Cl:21])([CH3:22])([CH3:23])[CH3:24]>>[CH3:1][O:2][c:3]1[cH:4][cH:5][c:6]([CH2:16][C:32]#[N:33])[c:7]2[c:8]1[o:9][c:10]1[c:11]2[cH:12][cH:13][cH:14][cH:15]1.